describe an organic reaction: reactants, conditions, products, and yield From a dataset of the Open Reaction Database (ORD), a public repository of structured organic reaction records. Reported procedure: 4-Fluoro-3-nitro-benzoic acid (185 mg, 1 mmol) was dissolved in THF (2 ml) and cooled to 0° C. under a nitrogen atmosphere. A Borane/THF solution (2 ml of a 1M solution, 2 mmol) was added dropwise, and the reaction mixture was heated to reflux for 1 h. The reaction was judged complete and quenched with 3N HCl (0.5 ml) and the solvent was removed under vacuum. The reaction mixture was partitioned between ethyl acetate and a sodium carbonate solution. The organic layer was washed with carbonate tw... Run at temperature 0 celsius. The reactants are B.C1CCOC1 (Borane THF), solution, FC1=C(C=C(C(=O)O)C=C1)[N+](=O)[O-] (4-Fluoro-3-nitro-benzoic acid). The yield is 94.0%. The solvent is C1CCOC1 (THF). As a reaction SMILES: [F:1][C:2]1[CH:10]=[CH:9][C:5]([C:6](O)=[O:7])=[CH:4][C:3]=1[N+:11]([O-:13])=[O:12].B.C1COCC1>C1COCC1>[F:1][C:2]1[CH:10]=[CH:9][C:5]([CH2:6][OH:7])=[CH:4][C:3]=1[N+:11]([O-:13])=[O:12] |f:1.2|. Yields the product FC1=C(C=C(C=C1)CO)[N+](=O)[O-] ((4-Fluoro-3-nitro-phenyl)-methanol). The reactants are S(O)(O)(=O)=O (sulphuric acid), CC1CCC(=O)O1 (4-methyl-γ-butyrolactone), C[O-].[Na+] (sodium methoxide), COC=1C=CC(=CC1)C=O (anisaldehyde). The solvent is C(C)(C)(C)OC (methyl tert-butyl ether), O (water). Product: COC1=CC=C(C=C2C(=O)OC(C2)C)C=C1 (p-Methoxybenzylidene-4-methyl-γ-butyrolactone). Isolated yield 48.0%. As a reaction SMILES: [CH3:1][CH:2]1[O:7][C:5](=[O:6])[CH2:4][CH2:3]1.C[O-].[Na+].[CH3:11][O:12][C:13]1[CH:14]=[CH:15][C:16]([CH:19]=O)=[CH:17][CH:18]=1.S(=O)(=O)(O)O>C(OC)(C)(C)C.O>[CH3:11][O:12][C:13]1[CH:14]=[CH:15][C:16]([CH:19]=[C:4]2[CH2:3][CH:2]([CH3:1])[O:7][C:5]2=[O:6])=[CH:17][CH:18]=1 |f:1.2|. Procedure details: 74 g (0.5 mol) of 4-methyl-γ-butyrolactone are added to a suspension of 27 g (0.50 mol) of sodium methoxide in 400 g of methyl tert-butyl ether and, over the course of 1 h, 68 g (0.5 mol) of anisaldehyde are added thereto with stirring at room temperature. The mixture is maintained under reflux for a further 1 h and then cooled, and 200 g of iced water are added to the mixture and the pH is adjusted to 5 using 10% sulphuric acid. After the phases have separated, the product is distilled. This gi... Starting materials: ClC1=NC=CC=C1[N+](=O)[O-] (2-Chloro-3-nitropyridine), C(=C)C1=CC=C(C=C1)B(O)O (4-vinylphenylboronic acid), C([O-])([O-])=O.[K+].[K+] (potassium carbonate). Reagents/catalysts: C=1C=CC(=CC1)[P](C=2C=CC=CC2)(C=3C=CC=CC3)[Pd]([P](C=4C=CC=CC4)(C=5C=CC=CC5)C=6C=CC=CC6)([P](C=7C=CC=CC7)(C=8C=CC=CC8)C=9C=CC=CC9)[P](C=1C=CC=CC1)(C=1C=CC=CC1)C=1C=CC=CC1 (tetrakis(triphenylphosphine)palladium). Solvent: O1CCOCC1 (1,4-dioxane). The product is [N+](=O)([O-])C=1C(=NC=CC1)C1=CC=C(C=C1)C=C (3-nitro-2-(4-vinylphenyl)pyridine). Yield: 78.5%. RXN SMILES: Cl[C:2]1[C:7]([N+:8]([O-:10])=[O:9])=[CH:6][CH:5]=[CH:4][N:3]=1.[CH:11]([C:13]1[CH:18]=[CH:17][C:16](B(O)O)=[CH:15][CH:14]=1)=[CH2:12].C(=O)([O-])[O-].[K+].[K+]>C1C=CC([P]([Pd]([P](C2C=CC=CC=2)(C2C=CC=CC=2)C2C=CC=CC=2)([P](C2C=CC=CC=2)(C2C=CC=CC=2)C2C=CC=CC=2)[P](C2C=CC=CC=2)(C2C=CC=CC=2)C2C=CC=CC=2)(C2C=CC=CC=2)C2C=CC=CC=2)=CC=1.O1CCOCC1>[N+:8]([C:7]1[C:2]([C:16]2[CH:17]=[CH:18][C:13]([CH:11]=[CH2:12])=[CH:14][CH:15]=2)=[N:3][CH:4]=[CH:5][CH:6]=1)([O-:10])=[O:9] |f:2.3.4,^1:31,33,52,71|. Procedure: 2-Chloro-3-nitropyridine (4.37 g, 27.6 mmol), 4-vinylphenylboronic acid (4.5 g, 30.4 mmol), tetrakis(triphenylphosphine)palladium (0) (3.19 g, 2.8 mmol), and potassium carbonate (11.4 g, 82.8 mmol) were added to anhydrous 1,4-dioxane (60 ml). The reaction mixture was refluxed for 24 hours. The reaction mixture was cooled to room temperature, filtered with a Celite pad, and then concentrated under reduced pressure. The resulting residue was purified with silica gel column chromatography and then ...